Dataset: the Open Reaction Database (ORD), a public repository of structured organic reaction records. Task: describe an organic reaction: reactants, conditions, products, and yield Reactants: CC1(C)c2ccc(C#N)cc2C2OC21, CN(C)C=O, [Cl-], [N-]=[N+]=[N-], [NH4+], [Na+], O. Reaction SMILES: [C:1](#[N:2])[c:3]1[cH:4][c:5]2[c:9]([cH:10][cH:11]1)[C:8]([CH3:12])([CH3:13])[CH:7]1[CH:6]2[O:14]1.[CH3:21][N:22]([CH3:23])[CH:24]=[O:25].[Cl-:19].[N-:16]=[N+:17]=[N-:18].[NH4+:20].[Na+:15].[OH2:26]>>[C:1](#[N:2])[c:3]1[cH:4][c:5]2[c:9]([cH:10][cH:11]1)[C:8]([CH3:12])([CH3:13])[CH:7]([OH:14])[CH:6]2[N:16]=[N+:17]=[N-:18]. Yields the product CC1(C)c2ccc(C#N)cc2C(N=[N+]=[N-])C1O.